Dataset: the Open Reaction Database (ORD), a public repository of structured organic reaction records. Task: describe an organic reaction: reactants, conditions, products, and yield The reactants are ( g ), solid, N1C=CC=2C(=CC=CC12)C#N (indole-4-carbonitrile), C(C1=CC=CC=C1)Br (benzyl bromide), [H-].[Na+] (NaH). The solvent is CN(C)C=O (DMF). Reaction conditions: time 8 hour. The product is C(C1=CC=CC=C1)N1C=CC=2C(=CC=CC12)C#N (1-Benzyl-1H-indole-4-carbonitrile). Reaction SMILES: [NH:1]1[C:9]2[CH:8]=[CH:7][CH:6]=[C:5]([C:10]#[N:11])[C:4]=2[CH:3]=[CH:2]1.[CH2:12](Br)[C:13]1[CH:18]=[CH:17][CH:16]=[CH:15][CH:14]=1.[H-].[Na+]>CN(C=O)C>[CH2:12]([N:1]1[C:9]2[CH:8]=[CH:7][CH:6]=[C:5]([C:10]#[N:11])[C:4]=2[CH:3]=[CH:2]1)[C:13]1[CH:18]=[CH:17][CH:16]=[CH:15][CH:14]=1 |f:2.3|. Procedure: To a solution of indole-4-carbonitrile (2.0 g, 14.1 mmol, 1 eq) and benzyl bromide (2.17 mL, 18.3 mmol, 1.3 eq) in dry DMF (20 mL) was added, at rt, NaH (733 mg, 18.3 mmol, 1.3 eq) portionwise under Ar(g). The resulting reaction mixture was stirred at rt overnight, and was subsequently partitioned with H2O (30 mL), and then extracted with EtOAc (3×20 mL) and CH2Cl2 (20 mL). The combined organic extracts were dried over MgSO4 and the solvent was removed in vacuo. The residue was further purified ... The reactants are Cl (HCl), C(C(C)O)O (1,2-propanediol), C(C)(C)Cl (isopropyl chloride), Cl (HCl), ClC1=CC(=CC=C1)Cl (m-dichlorobenzene), [Al+3].[Cl-].[Cl-].[Cl-] (AlCl3), C(C)(C)Cl (isopropyl chloride), C(C)(C)Cl (isopropyl chloride). Solvent: ice water. Run at temperature 50 celsius, time 10 hour. Yields the product ClC=1C(=C(C=CC1)C(C)C)Cl (dichlorocumene). The yield is 84.6%. As a reaction SMILES: Cl[C:2]1[CH:7]=[CH:6][CH:5]=[C:4]([Cl:8])[CH:3]=1.[Al+3].[Cl-:10].[Cl-].[Cl-].[CH:13](Cl)([CH3:15])[CH3:14].Cl.C(O)C(O)C>>[Cl:10][C:3]1[C:4]([Cl:8])=[C:5]([CH:13]([CH3:15])[CH3:14])[CH:6]=[CH:7][CH:2]=1 |f:1.2.3.4|. Reported procedure: A 2 liter autoclave was charged with 1,470 g (10.0 mols of 85% strength m-dichlorobenzene (15% of p-dichlorobenzene) and 133 g (1.0 mol) of AlCl3. 413 g (5.0 mols) of isopropyl chloride were pumped in at room temperature with stirring in the course of 35 minutes during which the resulting HCl pressure was maintained at 5 bar by continuously blowing off. 15.2 g (0.2 mol) of 1,2-propanediol were added to the final 150 ml of isopropyl chloride to be pumped in, and were pumped in together with the i... Reaction SMILES: [CH2:1]([CH3:2])[O:3][CH:4]([c:5]1[cH:6][cH:7][c:8]([CH:9]=[O:10])[cH:11][cH:12]1)[O:13][CH2:14][CH3:15].[CH3:16][Si:17]([CH2:18][CH2:19][O:20][CH2:21][n:22]1[c:23]([CH2:27][NH2:28])[n:24][cH:25][cH:26]1)([CH3:29])[CH3:30]>>[CH2:1]([CH3:2])[O:3][CH:4]([c:5]1[cH:6][cH:7][c:8]([CH2:9][NH:28][CH2:27][c:23]2[n:22]([CH2:21][O:20][CH2:19][CH2:18][Si:17]([CH3:16])([CH3:29])[CH3:30])[cH:26][cH:25][n:24]2)[cH:11][cH:12]1)[O:13][CH2:14][CH3:15]. Reactants: CCOC(OCC)c1ccc(C=O)cc1, C[Si](C)(C)CCOCn1ccnc1CN. Product: CCOC(OCC)c1ccc(CNCc2nccn2COCC[Si](C)(C)C)cc1. Reactants: C1CCNCC1, CC#CCOc1ncnc(Cl)c1F, CCO. Yields the product CC#CCOc1ncnc(N2CCCCC2)c1F. Reaction SMILES: [CH2:14]1[CH2:15][CH2:16][NH:17][CH2:18][CH2:19]1.[CH2:1]([C:2]#[C:3][CH3:4])[O:5][c:6]1[n:7][cH:8][n:9][c:10]([Cl:13])[c:11]1[F:12].[CH3:20][CH2:21][OH:22]>>[CH2:1]([C:2]#[C:3][CH3:4])[O:5][c:6]1[n:7][cH:8][n:9][c:10]([N:17]2[CH2:16][CH2:15][CH2:14][CH2:19][CH2:18]2)[c:11]1[F:12]. Starting materials: Cn1cc(Br)c(NC(=O)OC(C)(C)C)n1, COC(=O)C(Cc1ccc(B2OC(C)(C)C(C)(C)O2)cc1)NC(C)=O, O=C([O-])[O-], CN(C)C=O, [K+], [K+], O. The product is COC(=O)C(Cc1ccc(-c2cn(C)nc2NC(=O)OC(C)(C)C)cc1)NC(C)=O. Reaction SMILES: [Br:32][c:33]1[c:34]([NH:39][C:40]([O:41][C:42]([CH3:43])([CH3:44])[CH3:45])=[O:46])[n:35][n:36]([CH3:38])[cH:37]1.[C:1]([CH3:2])(=[O:3])[NH:4][CH:5]([C:6](=[O:7])[O:8][CH3:9])[CH2:10][c:11]1[cH:12][cH:13][c:14]([B:17]2[O:18][C:19]([CH3:20])([CH3:21])[C:22]([CH3:23])([CH3:24])[O:25]2)[cH:15][cH:16]1.[C:26](=[O:27])([O-:28])[O-:29].[CH3:47][N:48]([CH3:49])[CH:50]=[O:51].[K+:30].[K+:31].[OH2:52]>>[C:1]([CH3:2])(=[O:3])[NH:4][CH:5]([C:6](=[O:7])[O:8][CH3:9])[CH2:10][c:11]1[cH:12][cH:13][c:14](-[c:33]2[c:34]([NH:39][C:40]([O:41][C:42]([CH3:43])([CH3:44])[CH3:45])=[O:46])[n:35][n:36]([CH3:38])[cH:37]2)[cH:15][cH:16]1.